This data is from the Open Reaction Database (ORD), a public repository of structured organic reaction records. The task is: describe an organic reaction: reactants, conditions, products, and yield Starting materials: ClC=1C(=CC2=C(SC=C2C)C1Cl)O (6,7-dichloro-5-hydroxy-3-methylbenzo[b]thiophene), BrCC(=O)OCC (ethyl bromoacetate), CC(CC)=O (2-butanone). Run in ice water, CN(C=O)C (dimethylformamide). Reaction conditions: time 2 hour. Product: ClC=1C(=CC2=C(SC=C2C)C1Cl)OCC(=O)OCC (ethyl [(6,7-dichloro-3-methylbenzo[b]thien-5-yl)oxy]acetate). The yield is 84.9%. As a reaction SMILES: [Cl:1][C:2]1[C:3]([OH:13])=[CH:4][C:5]2[C:9]([CH3:10])=[CH:8][S:7][C:6]=2[C:11]=1[Cl:12].Br[CH2:15][C:16]([O:18][CH2:19][CH3:20])=[O:17].CC(=O)CC>CN(C)C=O>[Cl:1][C:2]1[C:3]([O:13][CH2:15][C:16]([O:18][CH2:19][CH3:20])=[O:17])=[CH:4][C:5]2[C:9]([CH3:10])=[CH:8][S:7][C:6]=2[C:11]=1[Cl:12]. Procedure: A mixture of 3.7 g of 6,7-dichloro-5-hydroxy-3-methylbenzo[b]thiophene, 4.3 g of ethyl bromoacetate and 20 ml of 2-butanone containing 5 ml of dimethylformamide is stirred at 60°-70° for 2 hours. The cooled mixture is diluted with ice-water and extracted 3 times with ether. The combined ether extract is dried over anhydrous magnesium sulfate and concentrated under vacuum to a brownish oil. Purification of the crude product is effected by column chromatography (alumina/ether). The purified ester ... The reactants are ClC1=CC=2C3=C(NC2C=C1)CCN(C3)C (8-Chloro-2-methyl-2,3,4,5-tetrahydro-1H-pyrido[4,3-b]indole), [OH-].[K+] (potassium hydroxide), CC1=NC=C(N=C1)C=C (2-methyl-5-vinyl pyrazine). Run in O (water), CN1C(CCC1)=O (N-methyl 2-pyrolidone). Conditions: time 10 minute. The product is ClC1=CC=2C3=C(N(C2C=C1)CCC1=NC=C(N=C1)C)CCN(C3)C (8-Chloro-2-methyl-5-[2-(5-methyl-pyrazin-2-yl)-ethyl]-2,3,4,5-tetrahydro-1H-pyrido[4,3-b]indole). Isolated yield 48.0%. RXN SMILES: [Cl:1][C:2]1[CH:10]=[CH:9][C:8]2[NH:7][C:6]3[CH2:11][CH2:12][N:13]([CH3:15])[CH2:14][C:5]=3[C:4]=2[CH:3]=1.[OH-].[K+].[CH3:18][C:19]1[CH:24]=[N:23][C:22]([CH:25]=[CH2:26])=[CH:21][N:20]=1>CN1CCCC1=O.O>[Cl:1][C:2]1[CH:10]=[CH:9][C:8]2[N:7]([CH2:26][CH2:25][C:22]3[CH:21]=[N:20][C:19]([CH3:18])=[CH:24][N:23]=3)[C:6]3[CH2:11][CH2:12][N:13]([CH3:15])[CH2:14][C:5]=3[C:4]=2[CH:3]=1 |f:1.2|. Procedure: To a solution of 8-Chloro-2-methyl-2,3,4,5-tetrahydro-1H-pyrido[4,3-b]indole (0.11 g, 5.0 mmol) in N-methyl 2-pyrolidone (2.0 mL) was added powdered potassium hydroxide (0.224 g, 4.0 mmol) and allowed to stir for 10 min at RT. 2-methyl-5-vinyl pyrazine (0.065 g, 0.55 mmol) was added and stirred for further 2 h at 60 deg C. After completion (TLC), reaction mixture was diluted with water (20 mL) and extracted with ethyl acetate (3×100 mL). The organic layer was dried over anhydrous sodium sulphate... As a reaction SMILES: [CH3:33][I:34].[N:1]1([CH2:7][c:8]2[cH:9][cH:10][c:11]([NH:14][C:15](=[O:16])[c:17]3[cH:18][c:19]4[cH:20][c:21](-[c:27]5[cH:28][cH:29][cH:30][cH:31][cH:32]5)[cH:22][cH:23][c:24]4[cH:25][cH:26]3)[cH:12][cH:13]2)[CH2:2][CH2:3][CH2:4][CH2:5][CH2:6]1.[O:35]=[CH:36][N:37]([CH3:38])[CH3:39]>>[I-:34].[N+:1]1([CH2:7][c:8]2[cH:9][cH:10][c:11]([NH:14][C:15](=[O:16])[c:17]3[cH:18][c:19]4[cH:20][c:21](-[c:27]5[cH:28][cH:29][cH:30][cH:31][cH:32]5)[cH:22][cH:23][c:24]4[cH:25][cH:26]3)[cH:12][cH:13]2)([CH3:33])[CH2:2][CH2:3][CH2:4][CH2:5][CH2:6]1. The reactants are CI, O=C(Nc1ccc(CN2CCCCC2)cc1)c1ccc2ccc(-c3ccccc3)cc2c1, CN(C)C=O. Yields the product [I-], C[N+]1(Cc2ccc(NC(=O)c3ccc4ccc(-c5ccccc5)cc4c3)cc2)CCCCC1. Reactants: OC1=CC=C(OC(C(=O)NC)CC)C=C1 ((RS)-2-(4-hydroxy-phenoxy)-N-methyl-butyramide), BrCC1=CC=C(C#N)C=C1 (4-bromomethyl-benzonitrile), C([O-])([O-])=O.[K+].[K+] (potassium carbonate). Run in CC(CC)=O (2-butanone). The product is C(#N)C1=CC=C(COC2=CC=C(OC(C(=O)NC)CC)C=C2)C=C1 ((RS)-2-[4-(4-cyano-benzyloxy)-phenoxy]-N-methyl-butyramide). RXN SMILES: [OH:1][C:2]1[CH:15]=[CH:14][C:5]([O:6][CH:7]([CH2:12][CH3:13])[C:8]([NH:10][CH3:11])=[O:9])=[CH:4][CH:3]=1.Br[CH2:17][C:18]1[CH:25]=[CH:24][C:21]([C:22]#[N:23])=[CH:20][CH:19]=1.C(=O)([O-])[O-].[K+].[K+]>CC(=O)CC>[C:22]([C:21]1[CH:24]=[CH:25][C:18]([CH2:17][O:1][C:2]2[CH:3]=[CH:4][C:5]([O:6][CH:7]([CH2:12][CH3:13])[C:8]([NH:10][CH3:11])=[O:9])=[CH:14][CH:15]=2)=[CH:19][CH:20]=1)#[N:23] |f:2.3.4|. Procedure details: In analogy to the procedure described in Example 3b), the alkylation of (RS)-2-(4-hydroxy-phenoxy)-N-methyl-butyramide with 4-bromomethyl-benzonitrile in 2-butanone using potassium carbonate as the base yielded the (RS)-2-[4-(4-cyano-benzyloxy)-phenoxy]-N-methyl-butyramide as a white solid; MS: m/e=325 (M+H)+. The reactants are C(C)(C)N(CC)C(C)C (diisopropylethylamine), ClC=1C=C(C(=O)OC2=C(C(=C(C(=C2F)F)F)F)F)C=CC1OC(C)C (pentafluorophenyl 3-chloro-4-[(1-methylethyl)oxy]benzoate), CC(C)(C)N(C([O-])=O)[C@@H](CC1=CC=C(C=C1)C=1N=C2N(C=CC=C2Br)C1)CN1C(C2=CC=CC=C2C1=O)=O (1,1-dimethylethyl{(1S)-2-[4-(8-bromoimidazo[1,2-a]pyridin-2-yl)phenyl]-1-[(1,3-dioxo-1,3-dihydro-2H-isoindol-2yl)methyl]ethyl)carbamate), Cl (hydrogen chloride). Solvent: C(C)(=O)OCC (ethyl acetate), O1CCOCC1 (1,4-dioxane). The product is BrC=1C=2N(C=CC1)C=C(N2)C2=CC=C(C=C2)C[C@@H](CN2C(C1=CC=CC=C1C2=O)=O)NC(C2=CC(=C(C=C2)OC(C)C)Cl)=O (N-((1S)-2-[4-(8-Bromoimidazo[1,2-a]pyridin-2-yl)phenyl]-1-[(1,3-dioxo-1,3-dihydro-2H-isoindol-2-yl)methyl]ethyl)-3-chloro-4-[(1-methylethyl)oxy]benzamide), solid. Yield: 65.0%. As a reaction SMILES: CC([N:5]([C@H:9]([CH2:27][N:28]1[C:36](=[O:37])[C:35]2[C:30](=[CH:31][CH:32]=[CH:33][CH:34]=2)[C:29]1=[O:38])[CH2:10][C:11]1[CH:16]=[CH:15][C:14]([C:17]2[N:18]=[C:19]3[C:24]([Br:25])=[CH:23][CH:22]=[CH:21][N:20]3[CH:26]=2)=[CH:13][CH:12]=1)[C:6](=O)[O-:7])(C)C.Cl.C(N(C(C)C)CC)(C)C.[Cl:49][C:50]1[CH:51]=[C:52]([CH:67]=[CH:68][C:69]=1[O:70][CH:71]([CH3:73])[CH3:72])C(OC1C(F)=C(F)C(F)=C(F)C=1F)=O>O1CCOCC1.C(OCC)(=O)C>[Br:25][C:24]1[C:19]2[N:20]([CH:26]=[C:17]([C:14]3[CH:13]=[CH:12][C:11]([CH2:10][C@H:9]([NH:5][C:6](=[O:7])[C:52]4[CH:67]=[CH:68][C:69]([O:70][CH:71]([CH3:72])[CH3:73])=[C:50]([Cl:49])[CH:51]=4)[CH2:27][N:28]4[C:29](=[O:38])[C:30]5[C:35](=[CH:34][CH:33]=[CH:32][CH:31]=5)[C:36]4=[O:37])=[CH:16][CH:15]=3)[N:18]=2)[CH:21]=[CH:22][CH:23]=1. Reported procedure: A solution of 1,1-dimethylethyl{(1S)-2-[4-(8-bromoimidazo[1,2-a]pyridin-2-yl)phenyl]-1-[(1,3-dioxo-1,3-dihydro-2H-isoindol-2yl)methyl]ethyl)carbamate (3.5 mmol) and hydrogen chloride in 1,4-dioxane (20 mL, 4.0 M) was stirred for 1 h at RT. The reaction was concentrated to dryness and redissolved in N,N-dimethylformamide (35 mL). Added to the solution was diisopropylethylamine (10.5 mmol) and pentafluorophenyl 3-chloro-4-[(1-methylethyl)oxy]benzoate (3.8 mmol), followed by stirring at RT for half... Starting materials: CC(=O)c1csc(-c2ccc(C(C)(C)C)cc2)c1O, COC(=O)c1ccc(C(=O)NN)cc1F. The product is COC(=O)c1ccc(C(=O)NN=C(C)c2csc(-c3ccc(C(C)(C)C)cc3)c2O)cc1F. RXN SMILES: [C:1]([CH3:2])([CH3:3])([CH3:4])[c:5]1[cH:6][cH:7][c:8](-[c:11]2[s:12][cH:13][c:14]([C:17](=[O:18])[CH3:19])[c:15]2[OH:16])[cH:9][cH:10]1.[F:20][c:21]1[c:22]([C:23](=[O:24])[O:25][CH3:26])[cH:27][cH:28][c:29]([C:31](=[O:32])[NH:33][NH2:34])[cH:30]1>>[C:1]([CH3:2])([CH3:3])([CH3:4])[c:5]1[cH:6][cH:7][c:8](-[c:11]2[s:12][cH:13][c:14]([C:17]([CH3:19])=[N:34][NH:33][C:31]([c:29]3[cH:28][cH:27][c:22]([C:23](=[O:24])[O:25][CH3:26])[c:21]([F:20])[cH:30]3)=[O:32])[c:15]2[OH:16])[cH:9][cH:10]1.